This data is from the Open Reaction Database (ORD), a public repository of structured organic reaction records. The task is: describe an organic reaction: reactants, conditions, products, and yield The reactants are O=C([O-])[O-], Cc1cc2cccc(O)c2[nH]1, [Cs+], [Cs+], O=[N+]([O-])c1cccc(S(=O)(=O)CC2CO2)c1, CN(C)C=O. Product: Cc1cc2cccc(OCC3CO3)c2[nH]1. Reaction SMILES: [C:28](=[O:29])([O-:30])[O-:31].[CH3:17][c:18]1[nH:19][c:20]2[c:21]([OH:27])[cH:22][cH:23][cH:24][c:25]2[cH:26]1.[Cs+:32].[Cs+:33].[N+:1]([c:2]1[cH:3][c:4]([S:5](=[O:6])(=[O:7])[CH2:13][CH:14]2[O:15][CH2:16]2)[cH:8][cH:9][cH:10]1)([O-:11])=[O:12].[O:34]=[CH:35][N:36]([CH3:37])[CH3:38]>>[CH2:13]([CH:14]1[O:15][CH2:16]1)[O:27][c:21]1[c:20]2[nH:19][c:18]([CH3:17])[cH:26][c:25]2[cH:24][cH:23][cH:22]1.